From a dataset of the Open Reaction Database (ORD), a public repository of structured organic reaction records. describe an organic reaction: reactants, conditions, products, and yield The yield is 89.2%. Starting materials: ClC1=C(C(=O)NCC)C=CC(=C1)[N+](=O)[O-] (2-Chloro-N-ethyl-4-nitrobenzamide), [Cl-].[Ca+2].[Cl-] (calcium chloride), C(C)O (ethanol). Reaction SMILES: [Cl:1][C:2]1[CH:12]=[C:11]([N+:13]([O-])=O)[CH:10]=[CH:9][C:3]=1[C:4]([NH:6][CH2:7][CH3:8])=[O:5].[Cl-].[Ca+2].[Cl-].C(O)C>C(OCC)(=O)C.[Fe]>[NH2:13][C:11]1[CH:10]=[CH:9][C:3]([C:4]([NH:6][CH2:7][CH3:8])=[O:5])=[C:2]([Cl:1])[CH:12]=1 |f:1.2.3|. Reagents/catalysts: [Fe] (iron). Solvent: C(C)(=O)OCC (ethyl acetate). Product: NC1=CC(=C(C(=O)NCC)C=C1)Cl (4-amino-2-chloro-N-ethylbenzamide). Procedure: 2-Chloro-N-ethyl-4-nitrobenzamide (2.00 g) obtained in Example 66a), iron powder (2.43 g) and calcium chloride (0.48 g) were suspended in an aqueous solution (30 ml) of 85% ethanol, and the mixture was refluxed for 1 hr. After cooling to room temperature, the reaction mixture was diluted with ethyl acetate (100 ml), and the insoluble material was removed by filtration through celite. The filtrate was concentrated, and the residue was purified by silica gel column (ethyl acetate/hexane=1/1 to eth... Starting materials: CC(F)(F)C(F)(F)C(F)(F)C(F)(F)C(F)(F)C(O)(F)F, FC(F)(F)C(F)(F)C(F)(F)C(F)(F)C(F)(F)F. Product: CC(F)(F)C(F)(F)C(F)(F)C(O)(F)F. Reaction SMILES: [F:1][C:2]([C:3]([C:4]([C:5]([C:6]([C:7]([OH:8])([F:9])[F:10])([F:11])[F:12])([F:13])[F:14])([F:15])[F:16])([F:19])[F:20])([F:17])[CH3:18].[F:21][C:22]([C:23]([C:24]([C:25]([C:26]([F:27])([F:28])[F:29])([F:30])[F:31])([F:32])[F:33])([F:34])[F:35])([F:36])[F:37]>>[CH3:3][C:4]([C:5]([C:6]([C:7]([OH:8])([F:9])[F:10])([F:11])[F:12])([F:13])[F:14])([F:15])[F:16]. The reactants are CN(C)C=O, COC(=O)c1sc2ccc(CCl)cc2c1C, [H-], [Na+], c1c[nH]cn1. Yields the product COC(=O)c1sc2ccc(Cc3ncc[nH]3)cc2c1C. As a reaction SMILES: [CH3:24][N:25]([CH3:26])[CH:27]=[O:28].[CH3:8][O:9][C:10](=[O:11])[c:12]1[c:13]([CH3:23])[c:14]2[c:15]([s:16]1)[cH:17][cH:18][c:19]([CH2:21][Cl:22])[cH:20]2.[H-:6].[Na+:7].[nH:1]1[cH:2][n:3][cH:4][cH:5]1>>[nH:1]1[c:2]([CH2:21][c:19]2[cH:18][cH:17][c:15]3[c:14]([c:13]([CH3:23])[c:12]([C:10]([O:9][CH3:8])=[O:11])[s:16]3)[cH:20]2)[n:3][cH:4][cH:5]1. RXN SMILES: [CH2:1]([N:3]1[CH:7]=[C:6]([S:8](Cl)(=[O:10])=[O:9])[N:5]=[CH:4]1)C.[O:12]1[CH2:17][CH2:16][N:15]([CH2:18][CH2:19][CH2:20][NH2:21])[CH2:14][CH2:13]1>C(#N)C>[O:12]1[CH2:17][CH2:16][N:15]([CH2:18][CH2:19][CH2:20][NH:21][S:8]([C:6]2[N:5]=[CH:4][N:3]([CH3:1])[CH:7]=2)(=[O:10])=[O:9])[CH2:14][CH2:13]1. Reactants: C(C)N1C=NC(=C1)S(=O)(=O)Cl (1-ethyl-4-imidazolesulfonyl chloride), O1CCN(CC1)CCCN (3-morpholinopropylamine). Solvent: C(C)#N (acetonitrile). Reported procedure: Analogously to Example 7, 10 g (51 mmol) of 1-ethyl-4-imidazolesulfonyl chloride from Example C-2 are reacted with 7.5 ml (51 mmol) of 3-morpholinopropylamine in 200 ml of acetonitrile and the mixture is correspondingly worked up. The hydrochloride thus obtained is dissolved in methanol and converted into the free base by means of an equivalent amount of methanolic sodium methylate solution. The oil remaining after evaporating in vacuo crystallizes after addition of an equimolar amount of ethano... Yields the product O1CCN(CC1)CCCNS(=O)(=O)C=1N=CN(C1)C (N-(3-Morpholinopropyl)-1-methyl-4-imidazolesulfonamide). Starting materials: FC(C(=O)O)(F)F (trifluoroacetic acid), C(C)[SiH](CC)CC (triethyl silane), N1(CC=CCC1)C1CCN(CC1)C(=O)OC(C)(C)C (tert-Butyl 4-(5,6-dihydropyridin-1 (2H)-yl)piperidine-1-carboxylate). Run in ClCCl (dichloromethane). Run at time 3 hour. The product is N1CCC(CC1)N1CCC=CC1 (1-(Piperidin-4-yl)-1,2,3,6-tetrahydropyridine). Reaction SMILES: [N:1]1([CH:7]2[CH2:12][CH2:11][N:10](C(OC(C)(C)C)=O)[CH2:9][CH2:8]2)[CH2:6][CH2:5][CH:4]=[CH:3][CH2:2]1.FC(F)(F)C(O)=O.C([SiH](CC)CC)C>ClCCl>[NH:10]1[CH2:11][CH2:12][CH:7]([N:1]2[CH2:2][CH:3]=[CH:4][CH2:5][CH2:6]2)[CH2:8][CH2:9]1. Reported procedure: tert-Butyl 4-(5,6-dihydropyridin-1 (2H)-yl)piperidine-1-carboxylate (800 mg, 3 mmol) was dissolved in dichloromethane (54 ml). To this was added trifluoroacetic acid (7.9 ml) and triethyl silane (1.2 ml). The mixture was stirred at room temperature for 3 h. Solvent was removed from the mixture en vacuo. The residue was dissolved in saturated sodium bicarbonate (50 ml) and stirred for 30 min. Sodium hydroxide (50 ml, 50% in water) was added to the solution which was then extracted with dichlorome... The reactants are C[Si]([N-][Si](C)(C)C)(C)C.[Li+] (lithium hexamethyldisilazide), C(C)(C)(C)OC(=O)N1CC(OC[C@@H]1[C@H]([C@H](CC1=CC(=CC(=C1)F)F)N(CC1=CC=CC=C1)CC1=CC=CC=C1)OCC1=CC=CC=C1)=O ((R)-5-[(1S,2S)-1-benzyloxy-2-dibenzylamino-3-(3,5-difluorophenyl)-propyl]-2-oxomorpholine-4-carboxylic acid tert-butyl ester), ICC (iodoethane). Run in O1CCCC1 (tetrahydrofuran). Reaction conditions: temperature -78 celsius, time 45 minute. Yields the product C(C)(C)(C)OC(=O)N1[C@H](C(OC[C@@H]1[C@H]([C@H](CC1=CC(=CC(=C1)F)F)N(CC1=CC=CC=C1)CC1=CC=CC=C1)OCC1=CC=CC=C1)=O)CC ((3S,5R)-5-[(1S,2S)-1-benzyloxy-2-dibenzylamino-3-(3,5-difluoro-phenyl)-propyl]-3-ethyl-2-oxomorpholine-4-carboxylic acid tert-butyl ester). Yield: 82.0%. Reaction SMILES: C[Si](C)(C)[N-][Si](C)(C)C.[Li+].[C:11]([O:15][C:16]([N:18]1[C@@H:23]([C@@H:24]([O:50][CH2:51][C:52]2[CH:57]=[CH:56][CH:55]=[CH:54][CH:53]=2)[C@@H:25]([N:35]([CH2:43][C:44]2[CH:49]=[CH:48][CH:47]=[CH:46][CH:45]=2)[CH2:36][C:37]2[CH:42]=[CH:41][CH:40]=[CH:39][CH:38]=2)[CH2:26][C:27]2[CH:32]=[C:31]([F:33])[CH:30]=[C:29]([F:34])[CH:28]=2)[CH2:22][O:21][C:20](=[O:58])[CH2:19]1)=[O:17])([CH3:14])([CH3:13])[CH3:12].I[CH2:60][CH3:61]>O1CCCC1>[C:11]([O:15][C:16]([N:18]1[C@@H:23]([C@@H:24]([O:50][CH2:51][C:52]2[CH:57]=[CH:56][CH:55]=[CH:54][CH:53]=2)[C@@H:25]([N:35]([CH2:36][C:37]2[CH:38]=[CH:39][CH:40]=[CH:41][CH:42]=2)[CH2:43][C:44]2[CH:45]=[CH:46][CH:47]=[CH:48][CH:49]=2)[CH2:26][C:27]2[CH:32]=[C:31]([F:33])[CH:30]=[C:29]([F:34])[CH:28]=2)[CH2:22][O:21][C:20](=[O:58])[C@@H:19]1[CH2:60][CH3:61])=[O:17])([CH3:14])([CH3:12])[CH3:13] |f:0.1|. Reported procedure: Slowly add lithium hexamethyldisilazide (2.28 mL, 2.28 mmol, 1.0 M in tetrahydrofuran) at −78° C. under nitrogen to a solution of (R)-5-[(1S,2S)-1-benzyloxy-2-dibenzylamino-3-(3,5-difluorophenyl)-propyl]-2-oxomorpholine-4-carboxylic acid tert-butyl ester) (1 g, 1.52 mmol) and iodoethane (1.24 mL, 15.2 mmol) in anhydrous tetrahydrofuran (10 mL). Stir at −78° C. for 45 minutes, remove the bath and stir for 1.5 hours. Add water and ethyl acetate. Separate the organic layer and extract the aqueous l...